Dataset: the Open Reaction Database (ORD), a public repository of structured organic reaction records. Task: describe an organic reaction: reactants, conditions, products, and yield Starting materials: P(=O)([O-])([O-])OC=1C(=O)O[C@@H](C1[O-])[C@@H](O)CO.[Mg+2].[K+] (potassium magnesium L-ascorbate 2-phosphate), CO (methanol), C(C)O (ethanol). The solvent is CC(=O)C (acetone). Yields the product OC=1[C@H](OC(C1O)=O)[C@H](CO)O (Vitamin C). RXN SMILES: P([O:5][C:6]1[C:7]([O:9][C@H:10]([C@H:13]([CH2:15][OH:16])[OH:14])[C:11]=1[O-:12])=[O:8])([O-])([O-])=O.[Mg+2].[K+].CO.C(O)C>CC(C)=O>[OH:12][C:11]1[C@@H:10]([C@@H:13]([OH:14])[CH2:15][OH:16])[O:9][C:7](=[O:8])[C:6]=1[OH:5] |f:0.1.2|. Procedure: the resulting potassium magnesium L-ascorbate 2-phosphate is isolated from the resulting aqueous solution by concentration and/or treatment with methanol, ethanol or acetone.